Dataset: the Open Reaction Database (ORD), a public repository of structured organic reaction records. Task: describe an organic reaction: reactants, conditions, products, and yield The reactants are C(C)(C)(C)OC(COC1=CC(=CC=C1)C(CN1CC(CC1)O)N(C)C(CC1=COC2=C1C=CC=C2)=O)=O ({3-[1[-(Benzofuran-3-yl-acetyl)-methyl-amino]-2-(3-hydroxy-pyrrolidin-1-yl)-ethyl]-phenoxy}-acetic acid tert-butyl ester), Cl (HCl), C(C)(=O)OCC (ethyl acetate). The solvent is ClCCl (dichloromethane), O (water). Reaction conditions: time 24 hour. The product is O1C=C(C2=C1C=CC=C2)CC(=O)N(C(CN2CC(CC2)O)C=2C=C(OCC(=O)O)C=CC2)C ({3-[1-[(Benzofuran-3-yl-acetyl)-methyl-amino]-2-(3-hydroxy-pyrrolidin-1-yl)-ethyl]-phenoxy}-acetic acid). As a reaction SMILES: C([O:5][C:6](=[O:37])[CH2:7][O:8][C:9]1[CH:14]=[CH:13][CH:12]=[C:11]([CH:15]([N:23]([C:25](=[O:36])[CH2:26][C:27]2[C:31]3[CH:32]=[CH:33][CH:34]=[CH:35][C:30]=3[O:29][CH:28]=2)[CH3:24])[CH2:16][N:17]2[CH2:21][CH2:20][CH:19]([OH:22])[CH2:18]2)[CH:10]=1)(C)(C)C.Cl.C(OCC)(=O)C>ClCCl.O>[O:29]1[C:30]2[CH:35]=[CH:34][CH:33]=[CH:32][C:31]=2[C:27]([CH2:26][C:25]([N:23]([CH3:24])[CH:15]([C:11]2[CH:10]=[C:9]([CH:14]=[CH:13][CH:12]=2)[O:8][CH2:7][C:6]([OH:37])=[O:5])[CH2:16][N:17]2[CH2:21][CH2:20][CH:19]([OH:22])[CH2:18]2)=[O:36])=[CH:28]1. Procedure details: To a solution of Example 27 (0.79 g, 1.55 mmol) in dichloromethane (12 mL) and water (0.5 mL) was added HCl (2.5 mL of 4 M solution in dioxan). After stirring for 24 hours, all volatiles were removed in vacuo to give a pale pink solid. The solid was stirred with ethyl acetate (75 mL) for 2 hours, then the solvent removed by pipette. This was repeated. The resulting solid was dissolved in acetonitrile (50 mL) and all solids removed by filtration. Ethyl acetate was added until the solution became ...